Task: describe an organic reaction: reactants, conditions, products, and yield. Dataset: the Open Reaction Database (ORD), a public repository of structured organic reaction records The reactants are C(C)OC(CC1C2=C(B(O1)O)C=C(C=C2F)OC2OCCCC2)=O (ethyl-2-(4-fluoro-1-hydroxy-6-(tetrahydro-2H-pyran-2-yloxy)-1,3-dihydro benzo[c][1,2]oxaborol-3-yl)acetate), Cl (hydrochloride). The solvent is C1CCOC1 (THF). Reaction conditions: temperature 0 celsius, time 1 hour. The product is C(C)OC(CC1C2=C(B(O1)O)C=C(C=C2F)O)=O (Ethyl-2-(4-fluoro-1,6-dihydroxy-1,3-dihydrobenzo[c][1,2]oxaborol-3-yl)acetate). The yield is 70.9%. Reaction SMILES: [CH2:1]([O:3][C:4](=[O:24])[CH2:5][CH:6]1[O:10][B:9]([OH:11])[C:8]2[CH:12]=[C:13]([O:17]C3CCCCO3)[CH:14]=[C:15]([F:16])[C:7]1=2)[CH3:2].Cl>C1COCC1>[CH2:1]([O:3][C:4](=[O:24])[CH2:5][CH:6]1[O:10][B:9]([OH:11])[C:8]2[CH:12]=[C:13]([OH:17])[CH:14]=[C:15]([F:16])[C:7]1=2)[CH3:2]. Reported procedure: To a solution of ethyl-2-(4-fluoro-1-hydroxy-6-(tetrahydro-2H-pyran-2-yloxy)-1,3-dihydro benzo[c][1,2]oxaborol-3-yl)acetate (0.34 g, 1.0 mmol) in THF (10 mL) was added dropwise concentrated hydrochloride acid (0.2 mL) at 0° C. The reaction mixture was stirred at 0° C. for 1 h and quenched by addition of sat. aqueous NaHCO3 (20 mL). The resulting mixture was extracted with EtOAc(2×30 mL). The combined extracts were dried over anhydrous Na2SO4 and concentrated in vacuo. The residue was purified by... Reactants: C(=C)C1(CC2=CC=CC=C2C1)C(=O)Cl (2,3-dihydro-2-vinyl-1H-indene-2-carboxylic acid chloride), C(C)OC(CC(=O)O)=O.C(C)O[Mg] (ethoxy magnesium malonic acid ethyl ester), S(O)(O)(=O)=O (sulfuric acid). Run in C(CCC)OCCCC (dibutylether). Yields the product C(=C)C1(CC2=CC=CC=C2C1)C(C)=O (1-(2,3-Dihydro-2-vinyl-1H-inden-2-yl)-ethanone). RXN SMILES: [CH:1]([C:3]1([C:12](Cl)=[O:13])[CH2:11][C:10]2[C:5](=[CH:6][CH:7]=[CH:8][CH:9]=2)[CH2:4]1)=[CH2:2].[CH2:15](OC(=O)CC(O)=O)C.C(O[Mg])C.S(=O)(=O)(O)O>C(OCCCC)CCC>[CH:1]([C:3]1([C:12](=[O:13])[CH3:15])[CH2:11][C:10]2[C:5](=[CH:6][CH:7]=[CH:8][CH:9]=2)[CH2:4]1)=[CH2:2] |f:1.2|. Reported procedure: 1-(2,3-Dihydro-2-vinyl-1H-inden-2-yl)-ethanone was prepared by treating 2,3-dihydro-2-vinyl-1H-indene-2-carboxylic acid chloride with ethoxy magnesium malonic acid ethyl ester in dibutylether and after that with sulfuric acid according to the method of Reynolds, G.A. and Hauser, C.B., Org. Synth. 30 (1957) 70. The reactants are Brc1ccccc1, CC(C)(C)[O-], Cc1ccccc1, COc1cc2nccc(Oc3ccc4c(N)nn(C)c4c3)c2cc1OC, [Na+], O=C(C=Cc1ccccc1)C=Cc1ccccc1, O=C(C=Cc1ccccc1)C=Cc1ccccc1, O=C(C=Cc1ccccc1)C=Cc1ccccc1, [Pd], [Pd]. Yields the product COc1cc2nccc(Oc3ccc4c(Nc5ccccc5)nn(C)c4c3)c2cc1OC. Reaction SMILES: [Br:33][c:34]1[cH:35][cH:36][cH:37][cH:38][cH:39]1.[CH3:1][C:2]([CH3:3])([O-:4])[CH3:5].[CH3:40][c:41]1[cH:42][cH:43][cH:44][cH:45][cH:46]1.[CH3:7][O:8][c:9]1[cH:10][c:11]2[c:12]([O:21][c:22]3[cH:23][cH:24][c:25]4[c:26]([NH2:32])[n:27][n:28]([CH3:31])[c:29]4[cH:30]3)[cH:13][cH:14][n:15][c:16]2[cH:17][c:18]1[O:19][CH3:20].[Na+:6].[O:49]=[C:50]([CH:51]=[CH:52][c:53]1[cH:54][cH:55][cH:56][cH:57][cH:58]1)[CH:59]=[CH:60][c:61]1[cH:62][cH:63][cH:64][cH:65][cH:66]1.[O:67]=[C:68]([CH:69]=[CH:70][c:71]1[cH:72][cH:73][cH:74][cH:75][cH:76]1)[CH:77]=[CH:78][c:79]1[cH:80][cH:81][cH:82][cH:83][cH:84]1.[O:85]=[C:86]([CH:87]=[CH:88][c:89]1[cH:90][cH:91][cH:92][cH:93][cH:94]1)[CH:95]=[CH:96][c:97]1[cH:98][cH:99][cH:100][cH:101][cH:102]1.[Pd:47].[Pd:48]>>[CH3:7][O:8][c:9]1[cH:10][c:11]2[c:12]([O:21][c:22]3[cH:23][cH:24][c:25]4[c:26]([NH:32][c:34]5[cH:35][cH:36][cH:37][cH:38][cH:39]5)[n:27][n:28]([CH3:31])[c:29]4[cH:30]3)[cH:13][cH:14][n:15][c:16]2[cH:17][c:18]1[O:19][CH3:20]. The reactants are BrC1=CC=CC(=N1)C1=NC(=CC=C1)C1=C(C(=CC=C1)OC)O (6-bromo-6′-(2-hydroxy-3-methoxyphenyl)-2,2′-bipyridine), OC1=C(C=CC=C1CCCCCC)B(O)O (2-hydroxy-3-hexylphenylboronic acid). The product is OC1=C(C=CC=C1CCCCCC)C1=CC=CC(=N1)C1=NC(=CC=C1)C1=C(C(=CC=C1)OC)O (6-(2-Hydroxy-3-hexylphenyl)-6′-(2-hydroxy-3-methoxyphenyl)-2,2′-bipyridine). The yield is 68.0%. Reaction SMILES: Br[C:2]1[N:7]=[C:6]([C:8]2[CH:13]=[CH:12][CH:11]=[C:10]([C:14]3[CH:19]=[CH:18][CH:17]=[C:16]([O:20][CH3:21])[C:15]=3[OH:22])[N:9]=2)[CH:5]=[CH:4][CH:3]=1.[OH:23][C:24]1[C:29]([CH2:30][CH2:31][CH2:32][CH2:33][CH2:34][CH3:35])=[CH:28][CH:27]=[CH:26][C:25]=1B(O)O>>[OH:23][C:24]1[C:29]([CH2:30][CH2:31][CH2:32][CH2:33][CH2:34][CH3:35])=[CH:28][CH:27]=[CH:26][C:25]=1[C:2]1[N:7]=[C:6]([C:8]2[CH:13]=[CH:12][CH:11]=[C:10]([C:14]3[CH:19]=[CH:18][CH:17]=[C:16]([O:20][CH3:21])[C:15]=3[OH:22])[N:9]=2)[CH:5]=[CH:4][CH:3]=1. Procedure: 6-(2-Hydroxy-3-hexylphenyl)-6′-(2-hydroxy-3-methoxyphenyl)-2,2′-bipyridine was prepared from 6-bromo-6′-(2-hydroxy-3-methoxyphenyl)-2,2′-bipyridine and 2-hydroxy-3-hexylphenylboronic acid in 68% yield using method F; δH [2H6]-DMSO 13.23,(1H, s), 8.35,(2H, t), 8.27,(2H, m), 8.17,(1H, d), 8.10,(1H, d), 7.97,(1H, d), 7.72,(1H, d), 7.26,(1H, d), 7.09,(1H, d), 6.93,(2H, m), 3.84,(3H, s), 2.68,(2H, t), 1.62,(2H, m), 1.42-1.25(6H, m), 0.88(3H, t); MS 455 (MH)+; HPLC retention time (system 1) 4.94 minut... The solvent is C(C)O (ethanol). Conditions: time 30 minute. Reported procedure: A mixture of 2-[N-[3-(4-nitrophenoxy)propyl]methylamino methyl]quinoxaline (1.75 g, 4.97 mmol) and PtO2 (0.14 g, 0.62 mmol) in ethanol (170 mL) was charged with 1 atmosphere H2 (g). After 30 minutes, the mixture was filtered through solka floc and concentrated to afford crude product which was purified by HPLC to yield 1.18 g (74%) of a yellow oil. Reaction SMILES: [N+:1]([C:4]1[CH:26]=[CH:25][C:7]([O:8][CH2:9][CH2:10][CH2:11][N:12]([CH2:14][C:15]2[CH:24]=[N:23][C:22]3[C:17](=[CH:18][CH:19]=[CH:20][CH:21]=3)[N:16]=2)[CH3:13])=[CH:6][CH:5]=1)([O-])=O>C(O)C.O=[Pt]=O>[NH2:1][C:4]1[CH:5]=[CH:6][C:7]([O:8][CH2:9][CH2:10][CH2:11][N:12]([CH2:14][C:15]2[CH:24]=[N:23][C:22]3[C:17](=[CH:18][CH:19]=[CH:20][CH:21]=3)[N:16]=2)[CH3:13])=[CH:25][CH:26]=1. Yield: 73.6%. The reagents and catalysts are O=[Pt]=O (PtO2). Product: NC1=CC=C(OCCCN(C)CC2=NC3=CC=CC=C3N=C2)C=C1 (2-[N-[3-(4-Aminophenoxy)propyl]methylamino methyl]quinoxaline). The reactants are [N+](=O)([O-])C1=CC=C(OCCCN(C)CC2=NC3=CC=CC=C3N=C2)C=C1 (2-[N-[3-(4-nitrophenoxy)propyl]methylamino methyl]quinoxaline). Reactants: Cc1cc(CNC(=O)c2ccc(C(=O)NN)s2)nn1C, CC(=O)c1csc(-c2ccc(Cl)c(Cl)c2)c1O. Yields the product CC(=NNC(=O)c1ccc(C(=O)NCc2cc(C)n(C)n2)s1)c1csc(-c2ccc(Cl)c(Cl)c2)c1O. Reaction SMILES: [CH3:18][n:19]1[n:20][c:21]([CH2:25][NH:26][C:27](=[O:28])[c:29]2[s:30][c:31]([C:34](=[O:35])[NH:36][NH2:37])[cH:32][cH:33]2)[cH:22][c:23]1[CH3:24].[Cl:1][c:2]1[cH:3][c:4](-[c:9]2[s:10][cH:11][c:12]([C:15](=[O:16])[CH3:17])[c:13]2[OH:14])[cH:5][cH:6][c:7]1[Cl:8]>>[Cl:1][c:2]1[cH:3][c:4](-[c:9]2[s:10][cH:11][c:12]([C:15]([CH3:17])=[N:37][NH:36][C:34]([c:31]3[s:30][c:29]([C:27]([NH:26][CH2:25][c:21]4[n:20][n:19]([CH3:18])[c:23]([CH3:24])[cH:22]4)=[O:28])[cH:33][cH:32]3)=[O:35])[c:13]2[OH:14])[cH:5][cH:6][c:7]1[Cl:8]. The reactants are ClC1=CC=C(CN2CCN(CC2)CCCOC2=CC(=CC=C2)O)C=C1 (1-[4-(4-chlorobenzyl)piperazin-1-yl]-3-(3-hydroxyphenoxy)propane), [H-].[Na+] (sodium hydride), ClC1=C(N=NN1CC1=CC=C(C=C1)OC)C(=O)OCC (Ethyl 5-chloro-1-(4-methoxybenzyl)-1,2,3-triazole 4-carboxylate). Run in CN(C=O)C (dimethyl formamide). Conditions: time 0.5 hour. The product is ClC1=CC=C(CN2CCN(CC2)CCCOC=2C=C(OC3=C(N=NN3CC3=CC=C(C=C3)OC)C(=O)OCC)C=CC2)C=C1 (Ethyl 5-{3-{3-[4-(4-chlorobenzyl)-1-piperazinyl]propoxy}phenoxy}-1-(4-methoxybenzyl)-1,2,3-triazole-4-carboxylate). The yield is 72.3%. As a reaction SMILES: [Cl:1][C:2]1[CH:25]=[CH:24][C:5]([CH2:6][N:7]2[CH2:12][CH2:11][N:10]([CH2:13][CH2:14][CH2:15][O:16][C:17]3[CH:22]=[CH:21][CH:20]=[C:19]([OH:23])[CH:18]=3)[CH2:9][CH2:8]2)=[CH:4][CH:3]=1.[H-].[Na+].Cl[C:29]1[N:33]([CH2:34][C:35]2[CH:40]=[CH:39][C:38]([O:41][CH3:42])=[CH:37][CH:36]=2)[N:32]=[N:31][C:30]=1[C:43]([O:45][CH2:46][CH3:47])=[O:44]>CN(C)C=O>[Cl:1][C:2]1[CH:3]=[CH:4][C:5]([CH2:6][N:7]2[CH2:12][CH2:11][N:10]([CH2:13][CH2:14][CH2:15][O:16][C:17]3[CH:18]=[C:19]([CH:20]=[CH:21][CH:22]=3)[O:23][C:29]3[N:33]([CH2:34][C:35]4[CH:36]=[CH:37][C:38]([O:41][CH3:42])=[CH:39][CH:40]=4)[N:32]=[N:31][C:30]=3[C:43]([O:45][CH2:46][CH3:47])=[O:44])[CH2:9][CH2:8]2)=[CH:24][CH:25]=1 |f:1.2|. Procedure: A solution of 1-[4-(4-chlorobenzyl)piperazin-1-yl]-3-(3-hydroxyphenoxy)propane (7.00 g, 0.019 mole), in dry dimethyl formamide, (200 ml) was treated portionwise with 60% sodium hydride in oil, (0.776 g, 0.019 mole), under a slow stream of nitrogen. The mixture was stirred at room temperature for 0.5 h, then Ethyl 5-chloro-1-(4-methoxybenzyl)-1,2,3-triazole 4-carboxylate (5.74 g, 0.019 mole) was added. The reaction was stirred at 100° C. for 24 hours, then cooled and the solvent removed in vacuo....